Dataset: the Open Reaction Database (ORD), a public repository of structured organic reaction records. Task: describe an organic reaction: reactants, conditions, products, and yield Reactants: C1(=CC=CC=C1)N1C=NC2=C(C1=O)SC=C2C2=CC=CC=C2 (3,7-Diphenylthieno[3,2-d]pyrimidin-4(3H)-one), NC1=C(SC=C1C1=C(C=CC=C1)F)C(=O)OC (methyl 3-amino-4-(2-fluorophenyl)thiophene-2-carboxylate), C(OCC)(OCC)OCC (triethyl orthoformate), C1(CC1)CN (cyclopropanemethylamine). The solvent is C(C)(=O)O (acetic acid). Yields the product C1(CC1)CN1C=NC2=C(C1=O)SC=C2C2=C(C=CC=C2)F (3-(Cyclopropylmethyl)-7-(2-fluorophenyl)thieno[3,2-d]pyrimidin-4(3H)-one). Yield: 43.0%. As a reaction SMILES: [C:1]1([N:7]2[C:12](=[O:13])[C:11]3[S:14][CH:15]=[C:16]([C:17]4[CH:22]=[CH:21][CH:20]=[CH:19][CH:18]=4)[C:10]=3[N:9]=[CH:8]2)C=C[CH:4]=[CH:3][CH:2]=1.NC1C(C2C=CC=CC=2[F:35])=CSC=1C(OC)=O.C(OCC)(OCC)OCC.C1(CN)CC1>C(O)(=O)C>[CH:2]1([CH2:1][N:7]2[C:12](=[O:13])[C:11]3[S:14][CH:15]=[C:16]([C:17]4[CH:22]=[CH:21][CH:20]=[CH:19][C:18]=4[F:35])[C:10]=3[N:9]=[CH:8]2)[CH2:4][CH2:3]1. Procedure: In the same manner as the synthesis of Compound 1, methyl 3-amino-4-(2-fluorophenyl)thiophene-2-carboxylate (100 mg, 0.40 mmol), triethyl orthoformate (1.0 ml), cyclopropanemethylamine (0.066 ml, 0.76 mmol), and acetic acid (0.1 ml) were used to give 57.1 mg (0.17 mmol, 43% yield) of the title compound. Reactants: Cc1cc(OCCN(C)C)ccc1NC(=O)c1ccc(N2CCN(C(=O)OC(C)(C)C)CC2)cc1, CCOC(C)=O, Cl. Product: Cc1cc(OCCN(C)C)ccc1NC(=O)c1ccc(N2CCNCC2)cc1. RXN SMILES: [CH3:1][c:2]1[c:3]([NH:14][C:15]([c:16]2[cH:17][cH:18][c:19]([N:22]3[CH2:23][CH2:24][N:25]([C:28]([O:29][C:30]([CH3:31])([CH3:32])[CH3:33])=[O:34])[CH2:26][CH2:27]3)[cH:20][cH:21]2)=[O:35])[cH:4][cH:5][c:6]([O:8][CH2:9][CH2:10][N:11]([CH3:12])[CH3:13])[cH:7]1.[CH3:37][CH2:38][O:39][C:40]([CH3:41])=[O:42].[ClH:36]>>[CH3:1][c:2]1[c:3]([NH:14][C:15]([c:16]2[cH:17][cH:18][c:19]([N:22]3[CH2:23][CH2:24][NH:25][CH2:26][CH2:27]3)[cH:20][cH:21]2)=[O:35])[cH:4][cH:5][c:6]([O:8][CH2:9][CH2:10][N:11]([CH3:12])[CH3:13])[cH:7]1. The reactants are COC(=O)c1c(C)c(NC2CCOCC2)cc(Br)c1F, CC(=O)O[BH-](OC(C)=O)OC(C)=O, CC(=O)O, CC=O, ClCCCl, [Na+], [Na+], O=C([O-])O, O. The product is CCN(c1cc(Br)c(F)c(C(=O)OC)c1C)C1CCOCC1. As a reaction SMILES: [Br:1][c:2]1[c:3]([F:20])[c:4]([C:5](=[O:6])[O:7][CH3:8])[c:9]([CH3:19])[c:10]([NH:12][CH:13]2[CH2:14][CH2:15][O:16][CH2:17][CH2:18]2)[cH:11]1.[C:28]([O:29][BH-:30]([O:31][C:32](=[O:33])[CH3:34])[O:35][C:36](=[O:37])[CH3:38])(=[O:39])[CH3:40].[CH3:24][C:25](=[O:26])[OH:27].[CH:21]([CH3:22])=[O:23].[Cl:47][CH2:48][CH2:49][Cl:50].[Na+:41].[Na+:46].[O-:42][C:43]([OH:44])=[O:45].[OH2:51]>>[Br:1][c:2]1[c:3]([F:20])[c:4]([C:5](=[O:6])[O:7][CH3:8])[c:9]([CH3:19])[c:10]([N:12]([CH:13]2[CH2:14][CH2:15][O:16][CH2:17][CH2:18]2)[CH2:21][CH3:22])[cH:11]1. Starting materials: COC(C(C)C1=CC2=C(C3(C4=C(C=C2)C=CC=C4)OCCO3)C=C1)=O (2-(5,5-ethylenedioxy-5H-dibenzo[a,d]cyclohepten-2-yl)propionic acid methyl ester), S(O)(O)(=O)=O (sulfuric acid). Solvent: O (water), O (water). The product is C1=C(C=CC=2C(C3=C(C=CC21)C=CC=C3)=O)C(C(=O)O)C (2-(5H-dibenzo[a,d]cyclohepten-5-on-2-yl)propionic acid). Yield: 70.0%. Reaction SMILES: C[O:2][C:3](=[O:25])[CH:4]([C:6]1[CH:24]=[CH:23][C:9]2[C:10]3(OCC[O:19]3)[C:11]3[CH:18]=[CH:17][CH:16]=[CH:15][C:12]=3[CH:13]=[CH:14][C:8]=2[CH:7]=1)[CH3:5].S(=O)(=O)(O)O>O>[CH:7]1[C:8]2[CH:14]=[CH:13][C:12]3[CH:15]=[CH:16][CH:17]=[CH:18][C:11]=3[C:10](=[O:19])[C:9]=2[CH:23]=[CH:24][C:6]=1[CH:4]([CH3:5])[C:3]([OH:25])=[O:2]. Procedure: 2.0 Gm. of 2-(5,5-ethylenedioxy-5H-dibenzo[a,d]cyclohepten-2-yl)propionic acid methyl ester is stirred in 25 ml. of 1:1 concentrated sulfuric acid:water for 12 hours. The mixture is poured into water and extracted with ethyl acetate and the extract is washed, dried and evaporated to afford a 70% yield of 2-(5H-dibenzo[a,d]cyclohepten-5-on-2-yl)propionic acid, m.p. (chloroform-hexane) 138°-139° C.; m.p. (acetone-hexane) 113°-115° C. Use of 2-(5,5-ethylenedioxy-5H-dibenzo[a,d]cyclohepten-2-yl)acet... Reactants: O.NN (Hydrazine monohydrate), C1(=CC=CC=C1)C1=C(C(=O)NC2=CC=C(C(=O)N3C[C@H]4N(C5=CC=CC=C35)C[C@H](C4)N4C(C=3C(C4=O)=CC=CC3)=O)C=C2)C=CC=C1 ((2S, 3aS)-5-[4-[(2-phenylbenzoyl)amino]benzoyl]-2-phthalimido-1,2,3,3a,4,5-hexahydro-pyrrolo[1,2-a]quinoxaline). Run in C(C)O (ethanol). The product is N[C@H]1C[C@@H]2N(C3=CC=CC=C3N(C2)C(C2=CC=C(C=C2)NC(C2=C(C=CC=C2)C2=CC=CC=C2)=O)=O)C1 ((2S, 3aS)-2-Amino-5-[4-[(2-Phenylbenzoyl) Amino]Benzoyl]-1,2,3,3a,4,5-Hexahydro-Pyrrolo[1,2-a]Quinoxaline). Yield: 86.1%. Reaction SMILES: O.NN.[C:4]1([C:10]2[CH:50]=[CH:49][CH:48]=[CH:47][C:11]=2[C:12]([NH:14][C:15]2[CH:46]=[CH:45][C:18]([C:19]([N:21]3[C:30]4[C:25](=[CH:26][CH:27]=[CH:28][CH:29]=4)[N:24]4[CH2:31][C@@H:32]([N:34]5C(=O)C6=CC=CC=C6C5=O)[CH2:33][C@H:23]4[CH2:22]3)=[O:20])=[CH:17][CH:16]=2)=[O:13])[CH:9]=[CH:8][CH:7]=[CH:6][CH:5]=1>C(O)C>[NH2:34][C@@H:32]1[CH2:31][N:24]2[C:25]3[C:30]([N:21]([C:19](=[O:20])[C:18]4[CH:17]=[CH:16][C:15]([NH:14][C:12](=[O:13])[C:11]5[CH:47]=[CH:48][CH:49]=[CH:50][C:10]=5[C:4]5[CH:5]=[CH:6][CH:7]=[CH:8][CH:9]=5)=[CH:46][CH:45]=4)[CH2:22][C@@H:23]2[CH2:33]1)=[CH:29][CH:28]=[CH:27][CH:26]=3 |f:0.1|. Procedure details: Hydrazine monohydrate (0.41 g) was added to a solution of (2S, 3aS)-5-[4-[(2-phenylbenzoyl)amino]benzoyl]-2-phthalimido-1,2,3,3a,4,5-hexahydro-pyrrolo[1,2-a]quinoxaline (1.0 g) prepared in Reference Example 65 in ethanol (10 ml) and the mixture was heated under reflux conditions for one and half hours. After cooling the reaction solution, the ethanol was removed through concentration. The resulting residue was dissolved in chloroform, the resulting solution was washed with a 5% aqueous solution ... The solvent is O (H2O). Reported procedure: The desired compound was prepared according to the method of Example 1, step 3, except substituting 4,4-bis(3-chloro-4-(2-quinolylmethoxy)phenyl)pentanoic acid methyl ester, prepared as in step 1, for 4,4-bis(4-(2-quinolylmethoxy)phenyl)pentanoic acid methyl ester: mp 91°-94° C.; 1H NMR (300 MHz, DMSO-d6) d 1.53 (s, 3H), 1.96 (m, 2H), 2,30 (m, 2H), 5.44 (s, 4H), 7.09 (dd, 2H, J=3, 9 Hz), 7.20 (d, 2H, J=9 Hz), 7.24 (d, 2H, J=3Hz), 7.62 (m, 2H), 7.71 (d, 2H, J=9 Hz), 7.80 (m, 2H), 8.00 (m, 4H), 8.... RXN SMILES: C[O:2][C:3](=[O:46])[CH2:4][CH2:5][C:6]([C:27]1[CH:32]=[CH:31][C:30]([O:33][CH2:34][C:35]2[CH:44]=[CH:43][C:42]3[C:37](=[CH:38][CH:39]=[CH:40][CH:41]=3)[N:36]=2)=[C:29]([Cl:45])[CH:28]=1)([C:8]1[CH:13]=[CH:12][C:11]([O:14][CH2:15][C:16]2[CH:25]=[CH:24][C:23]3[C:18](=[CH:19][CH:20]=[CH:21][CH:22]=3)[N:17]=2)=[C:10]([Cl:26])[CH:9]=1)[CH3:7].COC(=O)CCC(C1C=CC(OCC2C=CC3C(=CC=CC=3)N=2)=CC=1)(C1C=CC(OCC2C=CC3C(=CC=CC=3)N=2)=CC=1)C.N>O>[Cl:45][C:29]1[CH:28]=[C:27]([C:6]([C:8]2[CH:13]=[CH:12][C:11]([O:14][CH2:15][C:16]3[CH:25]=[CH:24][C:23]4[C:18](=[CH:19][CH:20]=[CH:21][CH:22]=4)[N:17]=3)=[C:10]([Cl:26])[CH:9]=2)([CH3:7])[CH2:5][CH2:4][C:3]([OH:46])=[O:2])[CH:32]=[CH:31][C:30]=1[O:33][CH2:34][C:35]1[CH:44]=[CH:43][C:42]2[C:37](=[CH:38][CH:39]=[CH:40][CH:41]=2)[N:36]=1. Reactants: COC(CCC(C)(C1=CC(=C(C=C1)OCC1=NC2=CC=CC=C2C=C1)Cl)C1=CC(=C(C=C1)OCC1=NC2=CC=CC=C2C=C1)Cl)=O (4,4-bis(3-chloro-4-(2-quinolylmethoxy)phenyl)pentanoic acid methyl ester), COC(CCC(C)(C1=CC=C(C=C1)OCC1=NC2=CC=CC=C2C=C1)C1=CC=C(C=C1)OCC1=NC2=CC=CC=C2C=C1)=O (4,4-bis(4-(2-quinolylmethoxy)phenyl)pentanoic acid methyl ester), N (NH3). Yields the product ClC=1C=C(C=CC1OCC1=NC2=CC=CC=C2C=C1)C(CCC(=O)O)(C)C1=CC(=C(C=C1)OCC1=NC2=CC=CC=C2C=C1)Cl (4,4-bis(3-chloro-4-(2-quinolylmethoxy)phenyl)pentanoic acid). Reactants: C1(=CC=CC=C1)P(C1=CC=CC=C1)C1=CC=CC=C1 (Triphenylphosphine), CC(C)(C)C1=C(C(=CC(=C1)SCCCO)C(C)(C)C)O (2,6-bis(1,1-dimethylethyl)-4-[(3-hydroxypropyl)thio]phenol), C(Br)(Br)(Br)Br (carbon tetrabromide). Solvent: CCOCC (ether). Run at time 18 hour. Yields the product BrCCCSC1=CC(=C(C(=C1)C(C)(C)C)O)C(C)(C)C (4-[(3-bromopropyl)thio]-2,6-bis(1,1-dimethylethyl)phenol). Reaction SMILES: C1(P(C2C=CC=CC=2)C2C=CC=CC=2)C=CC=CC=1.[CH3:20][C:21]([C:24]1[CH:29]=[C:28]([S:30][CH2:31][CH2:32][CH2:33]O)[CH:27]=[C:26]([C:35]([CH3:38])([CH3:37])[CH3:36])[C:25]=1[OH:39])([CH3:23])[CH3:22].C(Br)(Br)(Br)[Br:41]>CCOCC>[Br:41][CH2:33][CH2:32][CH2:31][S:30][C:28]1[CH:29]=[C:24]([C:21]([CH3:23])([CH3:22])[CH3:20])[C:25]([OH:39])=[C:26]([C:35]([CH3:38])([CH3:37])[CH3:36])[CH:27]=1. Procedure: Triphenylphosphine (17.54 g, 66.89 mmol) was added to a stirred solution of 2 (9.9 g, 33.44 mmol) and carbon tetrabromide (22.18 g, 66.89 mmol) in dry ether. After stirring at room temperature for 18 hours, the reaction mixture was concentrated and the crude product was chromatographed (silica gel; hexane/ethyl acetate 98/2) to give 3 in quantitative yield. The structural assignment was supported by the 1H-NMR spectra in CDCl3.